Dataset: the Open Reaction Database (ORD), a public repository of structured organic reaction records. Task: describe an organic reaction: reactants, conditions, products, and yield Reactants: COC=1C=C(C(=O)C2=CC=NC=C2)C=CC1OC (4-(3,4-dimethoxybenzoyl)pyridine), C(#N)C1=NC=CC=C1 (2-cyanopyridine). Yields the product COC=1C=C(C(=O)C2=NC=CC=C2)C=CC1OC (2-(3,4-Dimethoxybenzoyl)pyridine). RXN SMILES: [CH3:1][O:2][C:3]1[CH:4]=[C:5]([CH:14]=[CH:15][C:16]=1[O:17][CH3:18])[C:6]([C:8]1[CH:13]=[CH:12]N=CC=1)=[O:7].[C:19]([C:21]1C=CC=CN=1)#[N:20]>>[CH3:1][O:2][C:3]1[CH:4]=[C:5]([CH:14]=[CH:15][C:16]=1[O:17][CH3:18])[C:6]([C:8]1[CH:13]=[CH:12][CH:21]=[CH:19][N:20]=1)=[O:7]. Procedure details: 2-(3,4-Dimethoxybenzoyl)pyridine was prepared analogously to 4-(3,4-dimethoxybenzoyl)pyridine using 2-cyanopyridine. The crude mixture was purified by flash column chromatography (silica gel, 1% methanol/methylene chloride) to afford after drying in vacuo (60° C., 1 mm) 1.67 g (34%) of the product: mp 91.5-93° C.; 1H NMR (CDCl3) δ 8.76-8.70 (m, 1 H), 8.05-7.71 (m, 4 H), 7.55-7.45 (m, 1 H), 7.00-6.89 (m, 1 H), 3.96 (s, 3 H), 3.96 (s, 3 H); 13C NMR (CDCl3) δ 192.1, 155.7, 153.3, 148.7, 148.2, 136.... The reactants are FC1=CC=C(C(NCC(=O)O)=O)C=C1 (4-fluoro-hippuric acid), ClC=1C=C(C=CC1)C(C1=CC=CC=C1)N (rac-C-(3-chloro-phenyl)-C-phenyl-methylamine). Yields the product ClC=1C=C(C=CC1)C(C1=CC=CC=C1)NC(=O)CNC(C1=CC=C(C=C1)F)=O (rac-N-({[(3-Chloro-phenyl)-phenyl-methyl]-carbamoyl}-methyl)-4-fluoro-benzamide). Reaction SMILES: [F:1][C:2]1[CH:14]=[CH:13][C:5]([C:6](=[O:12])[NH:7][CH2:8][C:9]([OH:11])=O)=[CH:4][CH:3]=1.[Cl:15][C:16]1[CH:17]=[C:18]([CH:22]([NH2:29])[C:23]2[CH:28]=[CH:27][CH:26]=[CH:25][CH:24]=2)[CH:19]=[CH:20][CH:21]=1>>[Cl:15][C:16]1[CH:17]=[C:18]([CH:22]([NH:29][C:9]([CH2:8][NH:7][C:6](=[O:12])[C:5]2[CH:4]=[CH:3][C:2]([F:1])=[CH:14][CH:13]=2)=[O:11])[C:23]2[CH:24]=[CH:25][CH:26]=[CH:27][CH:28]=2)[CH:19]=[CH:20][CH:21]=1. Reported procedure: Prepared in analogy to example 1.1 from 4-fluoro-hippuric acid (CA [366-79-0]) and rac-C-(3-chloro-phenyl)-C-phenyl-methylamine (CA [55095-14-2]). The reactants are [OH-].[Na+] (sodium hydroxide), NC=1C=NC2=C(CCN(CC2)C(CC2=CC=C(C=C2)Cl)=O)N1 (2-amino-7-(p-chlorophenyl-acetyl)-6,7,8,9-tetrahydro-5H-pyrazino[2,3-d]azepine), [H-].[Al+3].[Li+].[H-].[H-].[H-] (lithium aluminum hydride), [H-].[Al+3].[Li+].[H-].[H-].[H-] (lithium aluminum hydride). The solvent is O1CCCC1 (tetrahydrofuran). Run at time 8 hour. Yields the product Cl.Cl.NC=1C=NC2=C(CCN(CC2)CCC2=CC=C(C=C2)Cl)N1 (2-Amino-7-[β-(p-chloro-phenyl)-ethyl]-6,7,8,9-tetrahydro-5H-pyrazino[2,3-d]azepine dihydrochloride). As a reaction SMILES: [NH2:1][C:2]1[CH:3]=[N:4][C:5]2[CH2:11][CH2:10][N:9]([C:12](=O)[CH2:13][C:14]3[CH:19]=[CH:18][C:17]([Cl:20])=[CH:16][CH:15]=3)[CH2:8][CH2:7][C:6]=2[N:22]=1.[H-].[Al+3].[Li+].[H-].[H-].[H-].[OH-].[Na+]>O1CCCC1>[ClH:20].[ClH:20].[NH2:1][C:2]1[CH:3]=[N:4][C:5]2[CH2:11][CH2:10][N:9]([CH2:12][CH2:13][C:14]3[CH:19]=[CH:18][C:17]([Cl:20])=[CH:16][CH:15]=3)[CH2:8][CH2:7][C:6]=2[N:22]=1 |f:1.2.3.4.5.6,7.8,10.11.12|. Procedure details: 3 gm (9.5 mmols) of 2-amino-7-(p-chlorophenyl-acetyl)-6,7,8,9-tetrahydro-5H-pyrazino[2,3-d]azepine were added in portions to a stirred suspension of 3.8 gm (0.1 mol) of lithium aluminum hydride in 150 ml of absolute tetrahydrofuran, and the mixture was stirred overnight. Thereafter, the excess lithium aluminum hydride was decomposed with 2 N sodium hydroxide, the precipitated sodium aluminate was suction-filtered off, and the filtrate was evaporated. The residue was column-chromatographically pu...